This data is from the Open Reaction Database (ORD), a public repository of structured organic reaction records. The task is: describe an organic reaction: reactants, conditions, products, and yield The reactants are C1(=CC=C(C=C1)C(=O)CS(=O)(=O)CCCCC(=O)O)C1=CC=CC=C1 (5-(4-Biphenylcarbonylmethanesulfonyl)pentanoic acid), NO.Cl (NH2OH.HCl), C1(=CC=C(C=C1)C(=O)CS(=O)(=O)CCCCC(=O)O)C1=CC=CC=C1 (5-(4-Biphenylcarbonylmethanesulfonyl)pentanoic acid). Run in C(C)N(CC)CC (triethylamine). Yields the product ONC(CCCCS(=O)(=O)CC(=O)C1=CC=C(C=C1)C1=CC=CC=C1)=O (N-Hydroxy-5-(4-biphenylcarbonylmethylsulfonyl)pentanamide). Yield: 52.0%. RXN SMILES: [C:1]1([C:20]2[CH:25]=[CH:24][CH:23]=[CH:22][CH:21]=2)[CH:6]=[CH:5][C:4]([C:7]([CH2:9][S:10]([CH2:13][CH2:14][CH2:15][CH2:16][C:17](O)=[O:18])(=[O:12])=[O:11])=[O:8])=[CH:3][CH:2]=1.[NH2:26][OH:27].Cl>C(N(CC)CC)C>[OH:27][NH:26][C:17](=[O:18])[CH2:16][CH2:15][CH2:14][CH2:13][S:10]([CH2:9][C:7]([C:4]1[CH:5]=[CH:6][C:1]([C:20]2[CH:25]=[CH:24][CH:23]=[CH:22][CH:21]=2)=[CH:2][CH:3]=1)=[O:8])(=[O:12])=[O:11] |f:1.2|. Procedure details: Following the procedure described in Example 14, step 3, but substituting carboxylic acid 228b for 37, and using 1.1 equivalent of NH2OH.HCl and triethylamine each, the title compound 228b was obtained in 52% yield. 1H NMR: (300 MHz, DMSO-d6) δ 10.37 (s, 1H), 8.70 (s, 1H), 8.11 (d, J=8.5 Hz, 2H), 7.86 (d, J=8.5 Hz, 2H), 7.77 (dd, J=1.4 Hz, J=8.5 Hz, 2H), 7.53-7.43 (m, 3H), 5.08 (s, 2H), 3.38-3.25 (t, 2H), 1.99 (t, J=6.6 Hz, 2H), 1.72-1.61 (m, 4H).